Dataset: the Open Reaction Database (ORD), a public repository of structured organic reaction records. Task: describe an organic reaction: reactants, conditions, products, and yield Yields the product FC1=CC=C(C=C1)C(CCCCCCCBr)C1=CC=C(C=C1)F (8,8-bis-(4-fluorophenyl)-octyl bromide). Reagents/catalysts: [Pd] (palladium). Reaction SMILES: [F:1][C:2]1[CH:7]=[CH:6][C:5]([C:8]([C:17]2[CH:22]=[CH:21][C:20]([F:23])=[CH:19][CH:18]=2)=[CH:9][CH2:10][CH2:11][CH2:12][CH2:13][CH2:14][CH2:15][Br:16])=[CH:4][CH:3]=1.[H][H]>C(O)C.[Pd]>[F:1][C:2]1[CH:3]=[CH:4][C:5]([CH:8]([C:17]2[CH:18]=[CH:19][C:20]([F:23])=[CH:21][CH:22]=2)[CH2:9][CH2:10][CH2:11][CH2:12][CH2:13][CH2:14][CH2:15][Br:16])=[CH:6][CH:7]=1. Procedure details: 9.7 g (25.5 mmol) 8,8-bis-(4-fluorophenyl)-oct-7-enyl bromide are dissolved in 350 ml ethanol and added to 0.5 g palladium (5%) on activated carbon. The mixture is stirred under hydrogen atmosphere (ca. one hour) until the theoretical amount of hydrogen to be taken up is consumed. Subsequently, the mixture is filtered off from a catalyst and the solvent is removed under vacuum. The residue is chromatographically purified over silica gel with petroleum ether/acetic acid ethyl ester (80/1 to 40/1)... The reactants are FC1=CC=C(C=C1)C(=CCCCCCCBr)C1=CC=C(C=C1)F (8,8-bis-(4-fluorophenyl)-oct-7-enyl bromide), [H][H] (hydrogen). Run in C(C)O (ethanol).